From a dataset of the Open Reaction Database (ORD), a public repository of structured organic reaction records. describe an organic reaction: reactants, conditions, products, and yield Reactants: Cl.FCC(=N)N (2-Fluoro-acetamidine hydrochloride salt), FC(C(=O)OC)C(=O)OC (dimethyl fluoromalonate), C[O-].[Na+] (NaOMe). Solvent: CO (methanol). Reaction conditions: temperature 50 celsius. Yields the product FC=1C(N=C(NC1O)CF)=O (5-Fluoro-2-(fluoromethyl)-6-hydroxy-4(1H)-pyrimidinone). As a reaction SMILES: Cl.[F:2][CH2:3][C:4]([NH2:6])=[NH:5].[F:7][CH:8]([C:13](OC)=[O:14])[C:9](OC)=[O:10].C[O-].[Na+]>CO>[F:7][C:8]1[C:9](=[O:10])[N:5]=[C:4]([CH2:3][F:2])[NH:6][C:13]=1[OH:14] |f:0.1,3.4|. Reported procedure: 2-Fluoro-acetamidine hydrochloride salt (11.2 g, 100 mmol) and dimethyl fluoromalonate (15 g, 100 mmol) in anhydrous methanol (300 mL) were treated with solid NaOMe (16.2 g, 300 mmol) and heated to 50° C. with stirring. When LCMS showed formation of the desired product, the solvent was evaporated to dryness, and the residue was neutralized with concentrated HCl (20 mL). The white precipitate was collected by filtration to give 5-fluoro-2-(fluoromethyl)-6-hydroxy-4(1H)-pyrimidinone (100% yield). ... Starting materials: C=C[C@H]1CC[C@H]2[C@@H]3CCC4=CC(C=C[C@]4(C)[C@H]3CC[C@]12C)=O (1,4-pregnendiene-3-one), C[C@]12CCC(=O)C=C1CC[C@@H]3[C@@H]2[C@H](C[C@]4([C@H]3CC[C@@H]4C(=O)CO)C=O)O (aldosterone). Yields the product C[C@]12CCC(=O)C=C1CC[C@@H]3[C@@H]2[C@H](C[C@]4([C@H]3CC[C@@H]4C(=O)CO)CO)O (18-hydroxycorticosterone). Reaction SMILES: C=C[C@@H]1[C@]2(C)[C@H]([C@H]3[C@H](CC2)[C@]2(C)C(=CC(=O)C=C2)CC3)CC1.[CH3:23][C@@:24]12[C@H:34]3[C@@H:35]([OH:48])[CH2:36][C@:37]4([CH:46]=[O:47])[C@@H:41]([C:42]([CH2:44][OH:45])=[O:43])[CH2:40][CH2:39][C@H:38]4[C@@H:33]3[CH2:32][CH2:31][C:30]1=[CH:29][C:27](=[O:28])[CH2:26][CH2:25]2>>[CH3:23][C@@:24]12[C@H:34]3[C@@H:35]([OH:48])[CH2:36][C@:37]4([CH2:46][OH:47])[C@@H:41]([C:42]([CH2:44][OH:45])=[O:43])[CH2:40][CH2:39][C@H:38]4[C@@H:33]3[CH2:32][CH2:31][C:30]1=[CH:29][C:27](=[O:28])[CH2:26][CH2:25]2. Reported procedure: Commercially available 1,4-pregnendiene-3-one was incubated with aldosterone-producing adrenal tissue and Δ1 18-hydroxycorticosterone isolated chromatographically. The diol was then converted to the 11β,18-oxido derivative by refluxing for 30 minutes in ethylene dichloride containing p-toluenesulfonic acid in the same manner described in connection with Example 1 above.